This data is from the Open Reaction Database (ORD), a public repository of structured organic reaction records. The task is: describe an organic reaction: reactants, conditions, products, and yield The reactants are C1=C(C=CC2=CC=CC=C12)CC#N (2-naphthaleneacetonitrile), BrC(C)CC (2-bromobutane), C1=CC=CC=C1 (benzene), [OH-].[Na+] (sodium hydroxide). The reagents and catalysts are C1CCC2C(C1)OCCOCCOC3CCCCC3OCCOCCO2 (dicyclohexyl-18-crown-6). Isolated yield 85.8%. Procedure: A mixture of 2-naphthaleneacetonitrile (30.00 g, 0.179 mole), dicyclohexyl-18-crown-6 [1.60 g, 0.0043 mole (2.4 mole %)], 2-bromobutane (50.20 g, 0.366 mole), benzene (80 ml) and sodium hydroxide solution (50%, 80 ml) is stirred at room temperature for 16 hours. The organic layer is diluted with ether (250 ml), separated, washed successively with water, dilute hydrochloric acid and water and dried over sodium sulfate. Evaporation and distillation under vacuum gives α-sec-butyl-2-naphthaleneaceto... The product is C(C)(CC)C(C#N)C1=CC2=CC=CC=C2C=C1 (α-sec-butyl-2-naphthaleneacetonitrile). RXN SMILES: [CH:1]1[C:10]2[C:5](=[CH:6][CH:7]=[CH:8][CH:9]=2)[CH:4]=[CH:3][C:2]=1[CH2:11][C:12]#[N:13].Br[CH:15]([CH2:17][CH3:18])[CH3:16].C1C=CC=CC=1.[OH-].[Na+]>CCOCC.C1CC2OCCOCCOC3C(OCCOCCOC2CC1)CCCC3>[CH:15]([CH:11]([C:2]1[CH:3]=[CH:4][C:5]2[C:10](=[CH:9][CH:8]=[CH:7][CH:6]=2)[CH:1]=1)[C:12]#[N:13])([CH2:17][CH3:18])[CH3:16] |f:3.4|. Solvent: CCOCC (ether). Conditions: time 16 hour. Reactants: CN(CCCl)CCCl, CS(C)=O, Cl, [H-], [Na+], N#CCc1ccccn1. Product: CN1CCC(C#N)(c2ccccn2)CC1. As a reaction SMILES: [CH3:12][N:13]([CH2:14][CH2:15][Cl:19])[CH2:17][CH2:18][Cl:16].[CH3:20][S:21]([CH3:22])=[O:23].[ClH:24].[H-:10].[Na+:11].[n:1]1[c:2]([CH2:7][C:8]#[N:9])[cH:3][cH:4][cH:5][cH:6]1>>[n:1]1[c:2]([C:7]2([C:8]#[N:9])[CH2:15][CH2:14][N:13]([CH3:12])[CH2:17][CH2:18]2)[cH:3][cH:4][cH:5][cH:6]1. Starting materials: C(C)(C)(C)OC(=O)N1[C@@H]([C@H](CC1)O[Si](C)(C)C(C)(C)C)C=O ((2S,3S)-3-(tert-Butyldimethylsilanyloxy)-2-formylpyrrolidine-1-carboxylic acid tert-butyl ester), C[Si](C(F)(F)F)(C)C (trimethyl(trifluoromethyl)silane), [F-].[Cs+] (cesium fluoride). Solvent: Cl (HCl). Conditions: time 24 hour. The product is C(C)(C)(C)OC(=O)N1[C@@H]([C@H](CC1)O[Si](C)(C)C(C)(C)C)[C@H](C(F)(F)F)O ((2R,3S)-3-(tert-Butyl-dimethylsilanyloxy)-2-[(1R)-(2,2,2-trifluoro-1-hydroxyethyl)]pyrrolidine-1-carboxylic acid tert-butyl ester), C(C)(C)(C)OC(=O)N1[C@@H]([C@H](CC1)O[Si](C)(C)C(C)(C)C)[C@@H](C(F)(F)F)O ((2R,3S)-3-(tert-Butyl-dimethylsilanyloxy)-2-[(1S)-(2,2,2-trifluoro-1-hydroxyethyl)]pyrrolidine-1-carboxylic acid tert-butyl ester). As a reaction SMILES: [C:1]([O:5][C:6]([N:8]1[CH2:12][CH2:11][C@H:10]([O:13][Si:14]([C:17]([CH3:20])([CH3:19])[CH3:18])([CH3:16])[CH3:15])[C@H:9]1[CH:21]=[O:22])=[O:7])([CH3:4])([CH3:3])[CH3:2].C[Si](C)(C)[C:25]([F:28])([F:27])[F:26].[F-].[Cs+]>Cl>[C:1]([O:5][C:6]([N:8]1[CH2:12][CH2:11][C@H:10]([O:13][Si:14]([C:17]([CH3:20])([CH3:19])[CH3:18])([CH3:16])[CH3:15])[C@H:9]1[C@@H:21]([OH:22])[C:25]([F:28])([F:27])[F:26])=[O:7])([CH3:4])([CH3:3])[CH3:2].[C:1]([O:5][C:6]([N:8]1[CH2:12][CH2:11][C@H:10]([O:13][Si:14]([C:17]([CH3:20])([CH3:19])[CH3:18])([CH3:16])[CH3:15])[C@H:9]1[C@H:21]([OH:22])[C:25]([F:28])([F:27])[F:26])=[O:7])([CH3:4])([CH3:3])[CH3:2] |f:2.3|. Reported procedure: To 75A (1.00 g, 3.04 mmol) was added trimethyl(trifluoromethyl)silane (550 mg, 3.87 mmol) and cesium fluoride (10 mg, dried under high vacuum at 130° C. for 12 h). The mixture was stirred at rt for 24 h, and then was heated to 50° C. for 5 h. After cooling to rt, 4N HCl (ca. 10 mL) was added and the reaction was stirred overnight. The product was extracted with EtOAc (3×30 mL). The organic layer was washed with saturated aqueous NaHCO3 and brine, then dried (MgSO4), filtered and concentrated. Th... The reactants are CO, COc1cccc(C=CC(C)=O)c1. The product is COc1cccc(CCC(C)=O)c1. Reaction SMILES: [CH3:14][OH:15].[CH3:1][O:2][c:3]1[cH:4][c:5]([CH:9]=[CH:10][C:11]([CH3:12])=[O:13])[cH:6][cH:7][cH:8]1>>[CH3:1][O:2][c:3]1[cH:4][c:5]([CH2:9][CH2:10][C:11]([CH3:12])=[O:13])[cH:6][cH:7][cH:8]1. Reactants: BrCC(=O)NC1=NC=C(C=C1)Cl (2-bromo-N-(5-chloro-pyridin-2-yl)-acetamide), C(C)(C)N1CCC(CC1)NS(=O)(=O)CCNC(=O)C=1SC(=CC1)Cl (5-chloro-thiophene-2-carboxylic acid [2-(1-isopropyl-piperidin-4-ylsulfamoyl)-ethyl]-amide). Yields the product ClC=1C=CC(=NC1)NC(=O)CN(S(=O)(=O)CCNC(=O)C=1SC(=CC1)Cl)C1CCN(CC1)C(C)C (5-chloro-thiophene-2-carboxylic acid {2-[[(5-chloro-pyridin-2-ylcarbamoyl)-methyl]-(1-isopropyl-piperidin-4-yl)-sulfamoyl]-ethyl}-amide). Reaction SMILES: Br[CH2:2][C:3]([NH:5][C:6]1[CH:11]=[CH:10][C:9]([Cl:12])=[CH:8][N:7]=1)=[O:4].[CH:13]([N:16]1[CH2:21][CH2:20][CH:19]([NH:22][S:23]([CH2:26][CH2:27][NH:28][C:29]([C:31]2[S:32][C:33]([Cl:36])=[CH:34][CH:35]=2)=[O:30])(=[O:25])=[O:24])[CH2:18][CH2:17]1)([CH3:15])[CH3:14]>>[Cl:12][C:9]1[CH:10]=[CH:11][C:6]([NH:5][C:3]([CH2:2][N:22]([CH:19]2[CH2:20][CH2:21][N:16]([CH:13]([CH3:15])[CH3:14])[CH2:17][CH2:18]2)[S:23]([CH2:26][CH2:27][NH:28][C:29]([C:31]2[S:32][C:33]([Cl:36])=[CH:34][CH:35]=2)=[O:30])(=[O:24])=[O:25])=[O:4])=[N:7][CH:8]=1. Procedure: 5-Chloro-thiophene-2-carboxylic acid {2-[[(5-chloro-pyridin-2-ylcarbamoyl)-methyl]-(1-isopropyl-piperidin-4-yl)-sulfamoyl]-ethyl}-amide was prepared by an analogous procedure as described in example 15 starting from 168 mg (2 equiv.) 2-bromo-N-(5-chloro-pyridin-2-yl)-acetamide and 133 mg (0.34 mmol) 5-chloro-thiophene-2-carboxylic acid [2-(1-isopropyl-piperidin-4-ylsulfamoyl)-ethyl]-amide. Final purification by preparative RP-HPLC (CH3CN/H2O gradient+0.1% TFA) gave pure 5-chloro-thiophene-2-carb... The product is C(C)(=O)N1CCN(CC1)C=1C=CC(=NC1)NC(CC=1C=C(C(=NC1)C1=CC(=NC=C1)C(F)(F)F)C)=O (N-(5-(4-acetylpiperazin-1-yl)pyridin-2-yl)-2-(3-methyl-2′-(trifluoromethyl)-2,4′-bipyridin-5-yl)acetamide). The reagents and catalysts are CC(=O)[O-].CC(=O)[O-].[Pd+2] (Pd(OAc)2). Reactants: C(C)(=O)N1CCN(CC1)C=1C=CC(=NC1)NC(CC=1C=NC(=C(C1)C)Cl)=O (N-(5-(4-acetylpiperazin-1-yl)pyridin-2-yl)-2-(6-chloro-5-methylpyridin-3-yl)acetamide), FC(C1=NC=CC(=C1)B(O)O)(F)F (2-(trifluoromethyl)pyridin-4-ylboronic acid), C1(CCCCC1)PC1CCCCC1 (dicyclohexylphosphine), [O-]P(=O)([O-])[O-].[K+].[K+].[K+] (K3PO4). As a reaction SMILES: [C:1]([N:4]1[CH2:9][CH2:8][N:7]([C:10]2[CH:11]=[CH:12][C:13]([NH:16][C:17](=[O:27])[CH2:18][C:19]3[CH:20]=[N:21][C:22](Cl)=[C:23]([CH3:25])[CH:24]=3)=[N:14][CH:15]=2)[CH2:6][CH2:5]1)(=[O:3])[CH3:2].[F:28][C:29]([F:40])([F:39])[C:30]1[CH:35]=[C:34](B(O)O)[CH:33]=[CH:32][N:31]=1.C1(PC2CCCCC2)CCCCC1.[O-]P([O-])([O-])=O.[K+].[K+].[K+]>CC([O-])=O.CC([O-])=O.[Pd+2]>[C:1]([N:4]1[CH2:9][CH2:8][N:7]([C:10]2[CH:11]=[CH:12][C:13]([NH:16][C:17](=[O:27])[CH2:18][C:19]3[CH:24]=[C:23]([CH3:25])[C:22]([C:34]4[CH:33]=[CH:32][N:31]=[C:30]([C:29]([F:40])([F:39])[F:28])[CH:35]=4)=[N:21][CH:20]=3)=[N:14][CH:15]=2)[CH2:6][CH2:5]1)(=[O:3])[CH3:2] |f:3.4.5.6,7.8.9|. Reaction conditions: temperature 120 celsius, time 8 hour. Reported procedure: To a sealed tube were added N-(5-(4-acetylpiperazin-1-yl)pyridin-2-yl)-2-(6-chloro-5-methylpyridin-3-yl)acetamide 148-1 (123 mg, 0.32 mmol), 2-(trifluoromethyl)pyridin-4-ylboronic acid (61 mg, 0.32 mmol), Pd(OAc)2 (3.6 mg, 0.016 mmol), 2,6-Dimethoxy-1,1′-biphenyl-2-yl)dicyclohexylphosphine (13.0 mg, 0.032 mmol) and K3PO4 (202 mg, 0.95 mmol). The tube and its contents were then purged with nitrogen. After degassed toluene (1.0 mL) was added, the mixture was stirred at 120° C. overnight. After coo...